Dataset: the Open Reaction Database (ORD), a public repository of structured organic reaction records. Task: describe an organic reaction: reactants, conditions, products, and yield Starting materials: CC=1C=CC(=C(C(=O)O)C1)C1=NC=CN=C1 (5-methyl-2-(pyrazin-2-yl)benzoic acid), BrC1=NC=C(C=C1)C (2-bromo-5-methylpyridine). Yields the product CC=1C=CC(=C(C(=O)O)C1)C1=NC=C(C=C1)C (5-Methyl-2-(5-methylpyridin-2-yl)benzoic acid). Reaction SMILES: [CH3:1][C:2]1[CH:3]=[CH:4][C:5](C2C=NC=CN=2)=[C:6]([CH:10]=1)[C:7]([OH:9])=[O:8].Br[C:18]1[CH:23]=[CH:22][C:21]([CH3:24])=[CH:20][N:19]=1>>[CH3:1][C:2]1[CH:3]=[CH:4][C:5]([C:18]2[CH:23]=[CH:22][C:21]([CH3:24])=[CH:20][N:19]=2)=[C:6]([CH:10]=1)[C:7]([OH:9])=[O:8]. Procedure: The title compound was synthesized following the same general protocol as described for 5-methyl-2-(pyrazin-2-yl)benzoic acid in Example A19, using 2-bromo-5-methylpyridine. ESI-MS (m/z): 228 [M+1]+.